Dataset: the Open Reaction Database (ORD), a public repository of structured organic reaction records. Task: describe an organic reaction: reactants, conditions, products, and yield The reactants are [Al+3].[Cl-].[Cl-].[Cl-] (AlCl3), O1COC2=C1C=CC(=C2)C(C=NO)(C)C (2-(1,3-benzodioxol-5-yl)-2-methyl propanal oxime). Solvent: C(Cl)Cl (CH2Cl2), C(Cl)Cl (CH2Cl2). Run at temperature 0 celsius, time 3 hour. Product: OC=1C=C(C=CC1O)C(C=NO)(C)C (2-(3,4-dihydroxyphenyl)-2-methylpropanal oxime). Reaction SMILES: [Al+3].[Cl-].[Cl-].[Cl-].[O:5]1[C:9]2[CH:10]=[CH:11][C:12]([C:14]([CH3:19])([CH3:18])[CH:15]=[N:16][OH:17])=[CH:13][C:8]=2[O:7]C1>C(Cl)Cl>[OH:7][C:8]1[CH:13]=[C:12]([C:14]([CH3:19])([CH3:18])[CH:15]=[N:16][OH:17])[CH:11]=[CH:10][C:9]=1[OH:5] |f:0.1.2.3|. Reported procedure: To a suspension of anhydrous AlCl3 (193 mg, 1.45 mmol) in dry CH2Cl2 (1 mL), a solution of Compound J (60 mg, 0.29 mmol) in dry CH2Cl2 (1 mL) was added drop-wise at room temperature under N2 atmosphere and stirred at the same temperature for 3 hours. The reaction mixture was cooled to 0° C., 20 mL of cold distilled water was added, the reaction mixture was allowed to attain room temperature and stirred for 12 hours at the same temperature under N2 atmosphere. The reaction mixture was evaporated ...